This data is from the Open Reaction Database (ORD), a public repository of structured organic reaction records. The task is: describe an organic reaction: reactants, conditions, products, and yield Starting materials: COC(OC)N(C)C, Nc1ccc2nc3c4ccccc4c(=O)n(-c4ccc(Cl)nc4)c3n2c1, CN(C)C=O. Yields the product CN(C)C=Nc1ccc2nc3c4ccccc4c(=O)n(-c4ccc(Cl)nc4)c3n2c1. RXN SMILES: [CH3:1][O:2][CH:3]([N:4]([CH3:5])[CH3:6])[O:7][CH3:8].[NH2:9][c:10]1[cH:11][cH:12][c:13]2[n:14][c:15]3[c:16]([n:17](-[c:26]4[cH:27][n:28][c:29]([Cl:32])[cH:30][cH:31]4)[c:18](=[O:25])[c:19]4[cH:20][cH:21][cH:22][cH:23][c:24]34)[n:33]2[cH:34]1.[O:35]=[CH:36][N:37]([CH3:38])[CH3:39]>>[CH:3]([N:4]([CH3:5])[CH3:6])=[N:9][c:10]1[cH:11][cH:12][c:13]2[n:14][c:15]3[c:16]([n:17](-[c:26]4[cH:27][n:28][c:29]([Cl:32])[cH:30][cH:31]4)[c:18](=[O:25])[c:19]4[cH:20][cH:21][cH:22][cH:23][c:24]34)[n:33]2[cH:34]1. Starting materials: ClC1=C(C(=C(C=C1OC)OC)Cl)C1=CC2=C(C=N1)C(=NN2)I (6-(2,6-dichloro-3,5-dimethoxyphenyl)-3-iodo-1H-pyrazolo[4,3-c]pyridine), CC1(OB(OC1(C)C)C=1C=CC2=C(NC(CO2)=O)C1)C (6-(4,4,5,5-tetramethyl-1,3,2-dioxaborolan-2-yl)-2H-1,4-benzoxazin-3(4H)-one). Yields the product ClC1=C(C(=C(C=C1OC)OC)Cl)C1=CC2=C(C=N1)C(=NN2)C=2C=CC1=C(NC(CO1)=O)C2 (6-[6-(2,6-dichloro-3,5-dimethoxyphenyl)-1H-pyrazolo[4,3-c]pyridin-3-yl]-2H-1,4-benzoxazin-3(4H)-one). Reaction SMILES: [Cl:1][C:2]1[C:7]([O:8][CH3:9])=[CH:6][C:5]([O:10][CH3:11])=[C:4]([Cl:12])[C:3]=1[C:13]1[N:18]=[CH:17][C:16]2[C:19](I)=[N:20][NH:21][C:15]=2[CH:14]=1.CC1(C)C(C)(C)OB([C:31]2[CH:32]=[CH:33][C:34]3[O:39][CH2:38][C:37](=[O:40])[NH:36][C:35]=3[CH:41]=2)O1>>[Cl:1][C:2]1[C:7]([O:8][CH3:9])=[CH:6][C:5]([O:10][CH3:11])=[C:4]([Cl:12])[C:3]=1[C:13]1[N:18]=[CH:17][C:16]2[C:19]([C:31]3[CH:32]=[CH:33][C:34]4[O:39][CH2:38][C:37](=[O:40])[NH:36][C:35]=4[CH:41]=3)=[N:20][NH:21][C:15]=2[CH:14]=1. Procedure: This compound was prepared by using procedures analogous to those described for the synthesis of Example 4, Step 2 starting from 6-(2,6-dichloro-3,5-dimethoxyphenyl)-3-iodo-1H-pyrazolo[4,3-c]pyridine and 6-(4,4,5,5-tetramethyl-1,3,2-dioxaborolan-2-yl)-2H-1,4-benzoxazin-3(4H)-one. LCMS (M+H)+=471.0/473.0. Reactants: ClC=1C=CC=2C3=C(NC2C1)C(=CN=C3N[C@H]3[C@@H](CC1(OCCO1)CC3)C)C#N (7-chloro-1-{[(7R,8R)-7-methyl-1,4-dioxaspiro[4.5]dec-8-yl]amino}-5H-pyrido[4,3-b]indole-4-carbonitrile), CC=1C=CC(=CC1)S(=O)(=O)O.O (pTsOH.H2O). Solvent: CCOC(=O)C (EtOAc), CC(=O)C (acetone). Run at time 8 hour. Yields the product ClC=1C=CC=2C3=C(NC2C1)C(=CN=C3N[C@H]3[C@@H](CC(CC3)=O)C)C#N (7-Chloro-1-{[(1R,2R)-2-methyl-4-oxocyclohexyl]amino}-5H-pyrido[4,3-b]indole-4-carbonitrile). RXN SMILES: [Cl:1][C:2]1[CH:3]=[CH:4][C:5]2[C:6]3[C:14]([NH:15][C@@H:16]4[CH2:25][CH2:24][C:19]5(OCC[O:20]5)[CH2:18][C@H:17]4[CH3:26])=[N:13][CH:12]=[C:11]([C:27]#[N:28])[C:7]=3[NH:8][C:9]=2[CH:10]=1.CC1C=CC(S(O)(=O)=O)=CC=1.O>CC(C)=O.CCOC(C)=O>[Cl:1][C:2]1[CH:3]=[CH:4][C:5]2[C:6]3[C:14]([NH:15][C@@H:16]4[CH2:25][CH2:24][C:19](=[O:20])[CH2:18][C@H:17]4[CH3:26])=[N:13][CH:12]=[C:11]([C:27]#[N:28])[C:7]=3[NH:8][C:9]=2[CH:10]=1 |f:1.2|. Procedure details: To a stirred solution of 7-chloro-1-{[(7R,8R)-7-methyl-1,4-dioxaspiro[4.5]dec-8-yl]amino}-5H-pyrido[4,3-b]indole-4-carbonitrile (147 mg, 0.37 mmol) in acetone (15 mL) was added pTsOH.H2O (176 mg, 0.93 mmol). The mixture was left to stir overnight, diluted with EtOAc, and washed with aqueous sodium bicarbonate solution. The organic layer was dried (sodium sulfate), and concentrated to afford the title compound. LRMS (APCI) calc'd for (C19H17ClN4O) [M+H]+, 353.1. found 353.0.